This data is from the Open Reaction Database (ORD), a public repository of structured organic reaction records. The task is: describe an organic reaction: reactants, conditions, products, and yield The reactants are ClC=1C=CC=C2C=C(C(=NC12)C1=C(C=CC=C1)Cl)CN ((8-chloro-2-(2-chlorophenyl)quinolin-3-yl)-methanamine), C(CCC)O (1-butanol), ClC1=C2C(=NC=C1)N(C=N2)C(=O)OC(C)(C)C (tert-butyl 7-chloro-3H-imidazo[4,5-b]pyridine-3-carboxylate), C(C)(C)N(CC)C(C)C (diisopropylethylamine). The solvent is CC1=CC(=CC(=C1NC(=O)CN2CCOCC2)C)OCC3=CC=CC=C3 (A-1216). Run at time 120 minute. The product is ClC=1C=CC=C2C=C(C(=NC12)C1=C(C=CC=C1)Cl)CNC1=C2C(=NC=C1)NC=N2 (N-((8-chloro-2-(2-chlorophenyl)-quinolin-3-yl)methyl)-3H-imidazo[4,5-b]pyridin-7-amine). Yield: 15.0%. As a reaction SMILES: [Cl:1][C:2]1[CH:3]=[CH:4][CH:5]=[C:6]2[C:11]=1[N:10]=[C:9]([C:12]1[CH:17]=[CH:16][CH:15]=[CH:14][C:13]=1[Cl:18])[C:8]([CH2:19][NH2:20])=[CH:7]2.Cl[C:22]1[CH:27]=[CH:26][N:25]=[C:24]2[N:28](C(OC(C)(C)C)=O)[CH:29]=[N:30][C:23]=12.C(N(C(C)C)CC)(C)C.C(O)CCC>CC1C(NC(CN2CCOCC2)=O)=C(C)C=C(OCC2C=CC=CC=2)C=1>[Cl:1][C:2]1[CH:3]=[CH:4][CH:5]=[C:6]2[C:11]=1[N:10]=[C:9]([C:12]1[CH:17]=[CH:16][CH:15]=[CH:14][C:13]=1[Cl:18])[C:8]([CH2:19][NH:20][C:22]1[CH:27]=[CH:26][N:25]=[C:24]3[NH:28][CH:29]=[N:30][C:23]=13)=[CH:7]2. Procedure details: A sealed flask was charged with (8-chloro-2-(2-chlorophenyl)quinolin-3-yl)-methanamine, made in procedure E in A-1216 US PSP, tert-butyl 7-chloro-3H-imidazo[4,5-b]pyridine-3-carboxylate (109 mg, 429 μmol), diisopropylethylamine (0.075 mL, 429 μmol) and 1-butanol (2.0 mL, 21856 μmol). The mixture was subjected to microwave at 180° C. for 120 min. After cooled to room temperature, the mixture was concentrated, and the residue was diluted with MeOH. The solution was purified by HPLC, 25%-45% of B i... Reactants: CC1(OB(OC1(C)C)C1=C2C(=NC=C1)N(C(=C2)C2=CCN(CC2)C(=O)OC(C)(C)C)S(=O)(=O)C2=CC=C(C)C=C2)C (tert-butyl 4-(4-(4,4,5,5-tetramethyl-1,3,2-dioxaborolan-2-yl)-1-tosyl-1H-pyrrolo[2,3-b]pyridin-2-yl)-5,6-dihydropyridine-1(2H)-carboxylate), BrC=1C=CC2=C(N(N=N2)CC2CCOCC2)C1 (6-bromo-1-((tetrahydro-2H-pyran-4-yl)methyl)-1H-benzo[d][1,2,3]triazole), C([O-])(O)=O.[Na+] (sodium bicarbonate). The reagents and catalysts are C1=CC=C(C=C1)P([C-]2C=CC=C2)C3=CC=CC=C3.C1=CC=C(C=C1)P([C-]2C=CC=C2)C3=CC=CC=C3.Cl[Pd]Cl.[Fe+2].C(Cl)Cl (PdCl2(dppf) CH2Cl2). Solvent: CN(C=O)C (N,N-dimethylformamide), C(C)(=O)OCC (ethyl acetate). Reaction conditions: temperature 80 celsius. Product: O1CCC(CC1)CN1N=NC2=C1C=C(C=C2)C2=C1C(=NC=C2)N(C(=C1)C1=CCN(CC1)C(=O)OC(C)(C)C)S(=O)(=O)C1=CC=C(C)C=C1 (tert-butyl 4-(4-(1-((tetrahydro-2H-pyran-4-yl)methyl)-1H-benzo[d][1,2,3]triazol-6-yl)-1-tosyl-1H-pyrrolo[2,3-b]pyridin-2-yl)-5,6-dihydropyridine-1(2H)-carboxylate). Reaction SMILES: CC1(C)C(C)(C)OB([C:9]2[CH:14]=[CH:13][N:12]=[C:11]3[N:15]([S:31]([C:34]4[CH:40]=[CH:39][C:37]([CH3:38])=[CH:36][CH:35]=4)(=[O:33])=[O:32])[C:16]([C:18]4[CH2:23][CH2:22][N:21]([C:24]([O:26][C:27]([CH3:30])([CH3:29])[CH3:28])=[O:25])[CH2:20][CH:19]=4)=[CH:17][C:10]=23)O1.Br[C:43]1[CH:44]=[CH:45][C:46]2[N:50]=[N:49][N:48]([CH2:51][CH:52]3[CH2:57][CH2:56][O:55][CH2:54][CH2:53]3)[C:47]=2[CH:58]=1.C(=O)(O)[O-].[Na+]>CN(C)C=O.C(OCC)(=O)C.C1C=CC(P(C2C=CC=CC=2)[C-]2C=CC=C2)=CC=1.C1C=CC(P(C2C=CC=CC=2)[C-]2C=CC=C2)=CC=1.Cl[Pd]Cl.[Fe+2].C(Cl)Cl>[O:55]1[CH2:56][CH2:57][CH:52]([CH2:51][N:48]2[C:47]3[CH:58]=[C:43]([C:9]4[CH:14]=[CH:13][N:12]=[C:11]5[N:15]([S:31]([C:34]6[CH:35]=[CH:36][C:37]([CH3:38])=[CH:39][CH:40]=6)(=[O:33])=[O:32])[C:16]([C:18]6[CH2:23][CH2:22][N:21]([C:24]([O:26][C:27]([CH3:30])([CH3:29])[CH3:28])=[O:25])[CH2:20][CH:19]=6)=[CH:17][C:10]=45)[CH:44]=[CH:45][C:46]=3[N:50]=[N:49]2)[CH2:53][CH2:54]1 |f:2.3,6.7.8.9.10|. Reported procedure: A mixture of Example 36D (0.800 g, 1.380 mmol), 6-bromo-1-((tetrahydro-2H-pyran-4-yl)methyl)-1H-benzo[d][1,2,3]triazole (0.450 g, 1.519 mmol), PdCl2(dppf)-CH2Cl2 adduct (0.045 g, 0.055 mmol), and aqueous sodium bicarbonate (6 mL, 1.380 mmol) in N,N-dimethylformamide (20 mL) was degassed and the mixture was heated at 80° C. for 2.5 hours. The reaction mixture was diluted with ethyl acetate and washed with aqueous NaHCO3/brine and water, dried over MgSO4, filtered, and purified on a 40 g column us... The reactants are CCOC(C)=O, C[Si](C)(C)[N-][Si](C)(C)C, CCCCCC, CON(C)C(=O)CC1CC(C=O)OC(C)(C)O1, [Cl-], [NH4+], [Na+], C1CCOC1, CC(C)c1nc(N(C)S(C)(=O)=O)nc(-c2ccc(F)cc2)c1CP(=O)(c1ccccc1)c1ccccc1. The product is CON(C)C(=O)CC1CC(C=Cc2c(-c3ccc(F)cc3)nc(N(C)S(C)(=O)=O)nc2C(C)C)OC(C)(C)O1. As a reaction SMILES: [C:78]([O:79][CH2:80][CH3:81])(=[O:82])[CH3:83].[CH3:55][Si:56]([N-:57][Si:58]([CH3:59])([CH3:60])[CH3:61])([CH3:62])[CH3:63].[CH3:72][CH2:73][CH2:74][CH2:75][CH2:76][CH3:77].[CH:38](=[O:39])[CH:40]1[CH2:41][CH:42]([CH2:48][C:49](=[O:50])[N:51]([CH3:52])[O:53][CH3:54])[O:43][C:44]([CH3:46])([CH3:47])[O:45]1.[Cl-:65].[NH4+:66].[Na+:64].[O:67]1[CH2:68][CH2:69][CH2:70][CH2:71]1.[c:1]1([P:2](=[O:3])([c:4]2[cH:5][cH:6][cH:7][cH:31][cH:32]2)[CH2:8][c:9]2[c:10](-[c:24]3[cH:25][cH:26][c:27]([F:30])[cH:28][cH:29]3)[n:11][c:12]([N:18]([S:19](=[O:20])(=[O:21])[CH3:22])[CH3:23])[n:13][c:14]2[CH:15]([CH3:16])[CH3:17])[cH:33][cH:34][cH:35][cH:36][cH:37]1>>[CH:8]([c:9]1[c:10](-[c:24]2[cH:25][cH:26][c:27]([F:30])[cH:28][cH:29]2)[n:11][c:12]([N:18]([S:19](=[O:20])(=[O:21])[CH3:22])[CH3:23])[n:13][c:14]1[CH:15]([CH3:16])[CH3:17])=[CH:38][CH:40]1[CH2:41][CH:42]([CH2:48][C:49](=[O:50])[N:51]([CH3:52])[O:53][CH3:54])[O:43][C:44]([CH3:46])([CH3:47])[O:45]1. Reactants: CC1CC(=O)O1, [K+], [K+], Nc1ccccc1, O=C([O-])[O-]. The product is CC(CC(=O)O)Nc1ccccc1. RXN SMILES: [C:8]1(=[O:13])[CH2:9][CH:10]([CH3:11])[O:12]1.[K+:14].[K+:15].[NH2:1][c:2]1[cH:3][cH:4][cH:5][cH:6][cH:7]1.[O-:16][C:17]([O-:18])=[O:19]>>[NH:1]([c:2]1[cH:3][cH:4][cH:5][cH:6][cH:7]1)[CH:10]([CH2:9][C:8](=[O:12])[OH:13])[CH3:11]. The reactants are OC1=CC2=C(C=C1)C1C(CN(CC1)C(=O)OC(C)(C)C)O2 (tert-butyl 7-hydroxy-3,4,4a,9a-tetrahydro[1]benzofuro[2,3-c]pyridine-2(1H)-carboxylate), COC1=CC2=C(C=C1)C1(C(C=NCC1)O2)C (7-Methoxy-4a-methyl-3,4,4a,9a-tetrahydro[1]benzofuro[2,3-c]pyridine). The product is OC1=CC2=C(C=C1)C1(C(CN(CC1)C(=O)OC(C)(C)C)O2)C (Tert-butyl 7-hydroxy-4a-methyl-3,4,4a,9a-tetrahydro[1]benzofuro[2,3-c]pyridine-2(1H)-carboxylate). As a reaction SMILES: [OH:1][C:2]1[CH:7]=[CH:6][C:5]2[CH:8]3[CH2:13][CH2:12][N:11]([C:14]([O:16][C:17]([CH3:20])([CH3:19])[CH3:18])=[O:15])[CH2:10][CH:9]3[O:21][C:4]=2[CH:3]=1.[CH3:22]OC1C=CC2C3(C)CCN=CC3OC=2C=1>>[OH:1][C:2]1[CH:7]=[CH:6][C:5]2[C:8]3([CH3:22])[CH2:13][CH2:12][N:11]([C:14]([O:16][C:17]([CH3:18])([CH3:20])[CH3:19])=[O:15])[CH2:10][CH:9]3[O:21][C:4]=2[CH:3]=1. Reported procedure: Synthesized as described for tert-butyl 7-hydroxy-3,4,4a,9a-tetrahydro[1]benzofuro[2,3-c]pyridine-2(1H)-carboxylate starting from 7-Methoxy-4a-methyl-3,4,4a,9a-tetrahydro[1]benzofuro[2,3-c]pyridine.